Dataset: the Open Reaction Database (ORD), a public repository of structured organic reaction records. Task: describe an organic reaction: reactants, conditions, products, and yield The product is ClC1=CC=CC2=C1C(N(CC=1N2C=NC1C=1OC=C(N1)C(=O)OC)C)=O (methyl 2-(7-chloro-5-methyl-6-oxo-5,6-dihydro-4H-imidazo[1,5-a][1,4]benzodiazepin-3-yl)-oxazole-4-carboxylate). The solvent is C1=CC=CC=C1 (benzene). Starting materials: ClC1=CC=CC2=C1C(N(CC=1N2C=NC1C=1OC[C@H](N1)C(=O)OC)C)=O (methyl (S)-2-(7-chloro-5-methyl-6-oxo-5,6-dihydro-4H-imidazo[1,5-a][1,4]-benzodiazepin-3-yl)-4,5-dihydro-oxazole-4-carboxylate), [Br-] (bromide), C1=CC=CC=C1C(=O)OOC(C)(C)C (tert-butyl perbenzoate), O (water). Reaction SMILES: [Cl:1][C:2]1[C:7]2[C:8](=[O:26])[N:9]([CH3:25])[CH2:10][C:11]3[N:12]([CH:13]=[N:14][C:15]=3[C:16]3[O:17][CH2:18][C@@H:19]([C:21]([O:23][CH3:24])=[O:22])[N:20]=3)[C:6]=2[CH:5]=[CH:4][CH:3]=1.[Br-].C1C(C(OOC(C)(C)C)=O)=CC=CC=1.O>C1C=CC=CC=1>[Cl:1][C:2]1[C:7]2[C:8](=[O:26])[N:9]([CH3:25])[CH2:10][C:11]3[N:12]([CH:13]=[N:14][C:15]=3[C:16]3[O:17][CH:18]=[C:19]([C:21]([O:23][CH3:24])=[O:22])[N:20]=3)[C:6]=2[CH:5]=[CH:4][CH:3]=1. Isolated yield 46.7%. Procedure details: A solution of 6.80 g (0.0181 mol) of methyl (S)-2-(7-chloro-5-methyl-6-oxo-5,6-dihydro-4H-imidazo[1,5-a][1,4]-benzodiazepin-3-yl)-4,5-dihydro-oxazole-4-carboxylate in 700 ml of hot benzene was treated with 2.86 g (0.0199 mol) of copperl bromide and 5.1 ml (0.0272 mol) of tert-butyl perbenzoate according to the method described in Tetr. Letters 1994, 35, 2481. The mixture was boiled at reflux for 20 min., cooled and treated with 300 ml of water. The mixture was filtered, extracted with dichlorome... The reactants are CO, CC(C)=O, O=C(O)C1CCCN1. The product is CC(C)N1CCCC1C(=O)O. RXN SMILES: [CH3:13][OH:14].[CH3:9][C:10]([CH3:11])=[O:12].[NH:1]1[CH:2]([C:6](=[O:7])[OH:8])[CH2:3][CH2:4][CH2:5]1>>[N:1]1([CH:10]([CH3:9])[CH3:11])[CH:2]([C:6](=[O:7])[OH:8])[CH2:3][CH2:4][CH2:5]1. The reactants are C(C)C1=NN(C=2C=CC=C(C12)N)CC=1C(=NC(=CC1)C)OC (3-Ethyl-1-((2-methoxy-6-methylpyridin-3-yl)methyl)-1H-indazol-4-amine), acid-chloride, N=1C=C(N2C1C=CC=C2)C(=O)O (imidazo[1,2-a]pyridine-3-carboxylic acid), C(Cl)Cl.S(=O)(Cl)Cl (DCM thionyl chloride). Solvent: C1CCOC1.ClCCCl (THF DCE). Reaction conditions: time 3 hour. The product is C(C)C1=NN(C2=CC=CC(=C12)NC(=O)C1=CN=C2N1C=CC=C2)CC=2C(=NC(=CC2)C)OC (N-(3-ethyl-1-((2-methoxy-6-methylpyridin-3-yl)methyl)-1H-indazol-4-yl)imidazo[1,2-a]pyridine-3-carboxamide). The yield is 35.9%. RXN SMILES: [N:1]1[CH:2]=[C:3]([C:10]([OH:12])=O)[N:4]2[CH:9]=[CH:8][CH:7]=[CH:6][C:5]=12.C(Cl)Cl.S(Cl)(Cl)=O.[CH2:20]([C:22]1[C:30]2[C:29]([NH2:31])=[CH:28][CH:27]=[CH:26][C:25]=2[N:24]([CH2:32][C:33]2[C:34]([O:40][CH3:41])=[N:35][C:36]([CH3:39])=[CH:37][CH:38]=2)[N:23]=1)[CH3:21]>C1COCC1.ClCCCl>[CH2:20]([C:22]1[C:30]2[C:25](=[CH:26][CH:27]=[CH:28][C:29]=2[NH:31][C:10]([C:3]2[N:4]3[CH:9]=[CH:8][CH:7]=[CH:6][C:5]3=[N:1][CH:2]=2)=[O:12])[N:24]([CH2:32][C:33]2[C:34]([O:40][CH3:41])=[N:35][C:36]([CH3:39])=[CH:37][CH:38]=2)[N:23]=1)[CH3:21] |f:1.2,4.5|. Reported procedure: To imidazo[1,2-a]pyridine-3-carboxylic acid (118 mg, 0.729 mmol) was added a mixture of 3:1 DCM/thionyl chloride (4 mL). The mixture was stirred at ambient temperature for 3 hours and then concentrated to a residue under N2 stream. The residue was dried under high vacuum for 30 minutes. 3-Ethyl-1-((2-methoxy-6-methylpyridin-3-yl)methyl)-1H-indazol-4-amine (108 mg, 0.364 mmol) in THF/DCE (1:1; 8 mL) was added to the dry acid-chloride residue. The reaction mixture was heated at 75° C. for 30 minut... Reactants: C(#N)C1=CC=C(C(=O)NCC(=O)N2CCC(CC2)OCC(=O)OC)C=C1 (methyl [[1-[N-(p-cyanbenzoyl)glycyl]-4-piperidinyl]oxy]acetate), S (hydrogen sulphide). The solvent is N1=CC=CC=C1.C(C)N(CC)CC (pyridine triethylamine). Reaction conditions: time 24 hour. Yields the product C(N)(=S)C1=CC=C(C(=O)NCC(=O)N2CCC(CC2)OCC(=O)OC)C=C1 (methyl [[1-[N-[p-(thiocarbamoyl)benzoyl]-glycyl]-4-piperidinyl]oxy]acetate). As a reaction SMILES: [C:1]([C:3]1[CH:26]=[CH:25][C:6]([C:7]([NH:9][CH2:10][C:11]([N:13]2[CH2:18][CH2:17][CH:16]([O:19][CH2:20][C:21]([O:23][CH3:24])=[O:22])[CH2:15][CH2:14]2)=[O:12])=[O:8])=[CH:5][CH:4]=1)#[N:2].[SH2:27]>N1C=CC=CC=1.C(N(CC)CC)C>[C:1]([C:3]1[CH:4]=[CH:5][C:6]([C:7]([NH:9][CH2:10][C:11]([N:13]2[CH2:14][CH2:15][CH:16]([O:19][CH2:20][C:21]([O:23][CH3:24])=[O:22])[CH2:17][CH2:18]2)=[O:12])=[O:8])=[CH:25][CH:26]=1)(=[S:27])[NH2:2] |f:2.3|. Reported procedure: A solution of 1.5 g of methyl [[1-[N-(p-cyanbenzoyl)glycyl]-4-piperidinyl]oxy]acetate in 215 ml of pyridine/triethylamine 40:3 is saturated with hydrogen sulphide and left at room temperature for 24 hours. After removing the solvent, the residue is taken up in ethyl acetate and washed with saturated sodium chloride solution. The organic extracts are dried and concentrated. After chromatography of the residue on silica gel with ethyl acetate followed by ethyl acetate/methanol, there are isolated ... The reactants are C1(=CC=CC=C1)P(C1=CC=CC=C1)C1=CC=CC=C1 (triphenylphosphine), O=[O+][O-] (Ozone), FC1=C(C(=O)OC)C=CN=C1C=C (methyl 3-fluoro-2-vinylisonicotinate), O=[O+][O-] (ozone). Run in C(Cl)Cl (methylene chloride). Conditions: time 8 hour. Yields the product FC1=C(C(=O)OC)C=CN=C1C=O (methyl 3-fluoro-2-formylisonicotinate). RXN SMILES: [O:1]=[O+][O-].[F:4][C:5]1[C:14]([CH:15]=C)=[N:13][CH:12]=[CH:11][C:6]=1[C:7]([O:9][CH3:10])=[O:8].C1(P(C2C=CC=CC=2)C2C=CC=CC=2)C=CC=CC=1>C(Cl)Cl>[F:4][C:5]1[C:14]([CH:15]=[O:1])=[N:13][CH:12]=[CH:11][C:6]=1[C:7]([O:9][CH3:10])=[O:8]. Procedure details: Ozone was bubbled through a solution of methyl 3-fluoro-2-vinylisonicotinate (1.4 g, 7.73 mmol, from Step 2) in methylene chloride (100 mL) at −78° C. until the blue color of excess ozone persisted. Nitrogen was bubbled through the solution for 1 minute to purge excess ozone and then triphenylphosphine (3.9 g, 15 mmol) was added and the solution was warmed to room temperature and stirred overnight. The compound was dry loaded onto silica gel. Flash chromatography eluting with 40% ethyl acetate i... Reactants: Cl, NO, c1ccncc1, O=C1c2cccc(-c3nc4ccncc4[nH]3)c2-n2cccc21. As a reaction SMILES: [ClH:23].[NH2:24][OH:25].[cH:26]1[cH:27][cH:28][n:29][cH:30][cH:31]1.[n:1]1[c:2](-[c:10]2[cH:11][cH:12][cH:13][c:14]3[c:18]2-[n:17]2[c:16]([cH:21][cH:20][cH:19]2)[C:15]3=[O:22])[nH:3][c:4]2[cH:5][n:6][cH:7][cH:8][c:9]12>>[n:1]1[c:2](-[c:10]2[cH:11][cH:12][cH:13][c:14]3[c:18]2-[n:17]2[c:16]([cH:21][cH:20][cH:19]2)[C:15]3=[N:24][OH:25])[nH:3][c:4]2[cH:5][n:6][cH:7][cH:8][c:9]12. Yields the product ON=C1c2cccc(-c3nc4ccncc4[nH]3)c2-n2cccc21.